From a dataset of the Open Reaction Database (ORD), a public repository of structured organic reaction records. describe an organic reaction: reactants, conditions, products, and yield Starting materials: C(C)OCC=1N(C2=C(C=3N(C(=C2C)C)N=NN3)N1)CC1=CC(=NO1)C=1C=NC=CC1 (8-(ethoxymethyl)-5,6-dimethyl-7-[(3-pyridin-3-ylisoxazol-5-yl)methyl]-7H-imidazo[4,5-c]tetraazolo[1,5-a]pyridine), C1(=CC=CC=C1)P(C1=CC=CC=C1)C1=CC=CC=C1 (triphenylphosphine). The solvent is C1(=CC=CC=C1)C (toluene). Yields the product C(C)OCC=1N(C2=C(C(=NC(=C2C)C)N)N1)CC1=CC(=NO1)C=1C=NC=CC1 (2-(ethoxymethyl)-6,7-dimethyl-1-[(3-pyridin-3-ylisoxazol-5-yl)methyl]-1H-imidazo[4,5-c]pyridin-4-amine). As a reaction SMILES: [CH2:1]([O:3][CH2:4][C:5]1[N:6]([CH2:19][C:20]2[O:24][N:23]=[C:22]([C:25]3[CH:26]=[N:27][CH:28]=[CH:29][CH:30]=3)[CH:21]=2)[C:7]2[C:12]([CH3:13])=[C:11]([CH3:14])[N:10]3N=N[N:17]=[C:9]3[C:8]=2[N:18]=1)[CH3:2].C1(P(C2C=CC=CC=2)C2C=CC=CC=2)C=CC=CC=1>C1(C)C=CC=CC=1>[CH2:1]([O:3][CH2:4][C:5]1[N:6]([CH2:19][C:20]2[O:24][N:23]=[C:22]([C:25]3[CH:26]=[N:27][CH:28]=[CH:29][CH:30]=3)[CH:21]=2)[C:7]2[C:12]([CH3:13])=[C:11]([CH3:14])[N:10]=[C:9]([NH2:17])[C:8]=2[N:18]=1)[CH3:2]. Reported procedure: A mixture of 8-(ethoxymethyl)-5,6-dimethyl-7-[(3-pyridin-3-ylisoxazol-5-yl)methyl]-7H-imidazo[4,5-c]tetraazolo[1,5-a]pyridine (0.1712 g, 0.423 mmol) and triphenylphosphine (0.120 g, 0.466 mmol) in toluene (2 mL) was heated at reflux for five days. The solvent was removed and the resulting brown solvent was dissolved in 1 M hydrogen chloride in methanol (5 mL). The solution was heated at reflux for four hours and then concentrated to an oil. The oil was dissolved in hot water. A precipitate forme... Reactants: [Li+].[OH-] (LiOH), COC(C1=C(C=CC(=C1)NC([C@@](COC1=CC(=C(C=C1)C#N)F)(C)O)=O)C#N)=O (2-cyano-5-[(S)-3-(4-cyano-3-fluorophenoxy)-2-hydroxy-2-methylpropionylamino]benzoic acid methyl ester). Run in C1CCOC1 (THF), CO (methanol). Run at time 2.5 hour. The product is C(#N)C1=C(C(=O)O)C=C(C=C1)NC([C@@](COC1=CC(=C(C=C1)C#N)F)(C)O)=O (2-Cyano-5-[(S)-3-(4-cyano-3-fluorophenoxy)-2-hydroxy-2-methyl-propionylamino]benzoic acid). RXN SMILES: [Li+].[OH-].C[O:4][C:5](=[O:31])[C:6]1[CH:11]=[C:10]([NH:12][C:13](=[O:28])[C@:14]([OH:27])([CH3:26])[CH2:15][O:16][C:17]2[CH:22]=[CH:21][C:20]([C:23]#[N:24])=[C:19]([F:25])[CH:18]=2)[CH:9]=[CH:8][C:7]=1[C:29]#[N:30]>C1COCC1.CO>[C:29]([C:7]1[CH:8]=[CH:9][C:10]([NH:12][C:13](=[O:28])[C@:14]([OH:27])([CH3:26])[CH2:15][O:16][C:17]2[CH:22]=[CH:21][C:20]([C:23]#[N:24])=[C:19]([F:25])[CH:18]=2)=[CH:11][C:6]=1[C:5]([OH:31])=[O:4])#[N:30] |f:0.1|. Procedure details: 1 M LiOH (34 ml) was added to a solution of 2-cyano-5-[(S)-3-(4-cyano-3-fluorophenoxy)-2-hydroxy-2-methylpropionylamino]benzoic acid methyl ester (4.52 g, 11.4 mmol) in THF (50 ml) and methanol (6 ml) at 16-18° C. The resulting solution was stirred at room temperature for 2.5 h. The solvents were evaporated and pH was adjusted to 2 with HCl solution. The product was extracted into ethyl acetate. The organic phase was washed with water, dried over Na2SO4 and evaporated. The residue was purified b... Procedure: 5-Isopropylpyrrolo[2,1-f][1,2,4]triazin-4 (3H)-one (0.035 g, 0.198 mmol, 1.0 equiv) was added to phosphorous oxychloride (2.0 ml, 21.5 mmol, 109 equiv) under a nitrogen atmosphere. The reaction mixture was heated to reflux for 1.5 h. The mixture was cooled to room temperature then concentrated in vacuo. The residue was partitioned between ethyl acetate and saturated aqueous sodium bicarbonate. The aqueous layer was extracted twice with ethyl acetate. The combined organic washes were dried over a... Product: ClC1=NC=NN2C1=C(C=C2)C(C)C (4-Chloro-5-isopropylpyrrolo[2,1-f][1,2,4]triazine). Reaction SMILES: [CH:1]([C:4]1[CH:5]=[CH:6][N:7]2[C:12]=1[C:11](=O)[NH:10][CH:9]=[N:8]2)([CH3:3])[CH3:2].P(Cl)(Cl)([Cl:16])=O>>[Cl:16][C:11]1[C:12]2=[C:4]([CH:1]([CH3:3])[CH3:2])[CH:5]=[CH:6][N:7]2[N:8]=[CH:9][N:10]=1. The reactants are C(C)(C)C=1C=CN2N=CNC(C21)=O (5-Isopropylpyrrolo[2,1-f][1,2,4]triazin-4 (3H)-one), P(=O)(Cl)(Cl)Cl (phosphorous oxychloride). The reactants are [OH-].[Na+] (NaOH), [H-].[Al+3].[Li+].[H-].[H-].[H-] (lithium aluminum hydride), COCCOC (1,2-dimethoxyethane), ClC=1C=CC2=C(C(N[C@H](C(N2)=O)C)=O)C1 ((S)-7-chloro-3,4-dihydro-3-methyl-1H-1,4-benzodiazepine-2,5-dione), ClC=1C=CC2=C(C(N[C@H](C(N2)=O)C)=O)C1 ((S)-7-chloro-3,4-dihydro-3-methyl-1H-1,4-benzodiazepine-2,5-dione). Solvent: O (water), O1CCCC1 (tetrahydrofuran), O (water). Run at temperature 0 celsius, time 3 hour. Yields the product 18.4, ClC=1C=CC2=C(CN[C@H](CN2)C)C1 ((S)-7-chloro-2,3,4,5-tetrahydro-3-methyl-1H-1,4-benzodiazepine). Isolated yield 100.0%. As a reaction SMILES: [H-].[Al+3].[Li+].[H-].[H-].[H-].COCCOC.[Cl:13][C:14]1[CH:15]=[CH:16][C:17]2[NH:23][C:22](=O)[C@H:21]([CH3:25])[NH:20][C:19](=O)[C:18]=2[CH:27]=1.[OH-].[Na+]>O.O1CCCC1>[Cl:13][C:14]1[CH:15]=[CH:16][C:17]2[NH:23][CH2:22][C@H:21]([CH3:25])[NH:20][CH2:19][C:18]=2[CH:27]=1 |f:0.1.2.3.4.5,8.9|. Reported procedure: To a cooled (0° C.) suspension of 8.53 parts of lithium aluminum hydride in 392 parts of 1,2-dimethoxyethane there were added dropwise 20.19 parts of (S)-7-chloro-3,4-dihydro-3-methyl-1H-1,4-benzodiazepine-2,5-dione (prepared as intermediate 43) under argon. The mixture was left at room temperature for 3 hours and was then refluxed for 29 hours. After cooling to 0° C., there were added successively a mixture of 8.5 parts of water and 22.7 parts of tetrahydrofuran, 9.86 parts of NaOH (15%) and 25...